Dataset: the Open Reaction Database (ORD), a public repository of structured organic reaction records. Task: describe an organic reaction: reactants, conditions, products, and yield Run in CO (methanol). Reaction SMILES: [C:1]1(C)C=CC(S(O)(=O)=O)=CC=1.FC(F)(F)C([NH:16][CH2:17][CH:18]1[C:24]2=[CH:25][NH:26][C:27]3[CH:28]=[CH:29][CH:30]=[C:22]([C:23]=32)[C:21](=[O:31])[N:20]([CH2:32][OH:33])[CH2:19]1)=O>CO>[NH2:16][CH2:17][CH:18]1[C:24]2=[CH:25][NH:26][C:27]3[CH:28]=[CH:29][CH:30]=[C:22]([C:23]=32)[C:21](=[O:31])[N:20]([CH2:32][O:33][CH3:1])[CH2:19]1. Conditions: time 4 hour. Yield: 332.0%. The product is NCC1CN(C(C=2C=3C1=CNC3C=CC2)=O)COC (3-aminomethyl-5-methoxymethyl-3,4,5,6-tetrahydro-6-oxo-1H-azepino[5,4,3-cd]indole). Procedure details: 0.1 g of p-toluenesulfonic acid was added to a solution of 1.5 g of 3-trifluoroacetamidomethyl-5-hydroxymethyl-3,4,5,6-tetrahydro-6-oxo-1H-azepino[5,4,3-cd]indole (see Example 11C for preparation) in 25 ml of methanol, and the solution was heated under reflux for 2 hours. The reaction mixture was then concentrated, and saturated aqueous potassium carbonate solution was added to the residue until a pH of 11 was reached, and the mixture was stirred at room temperature for 4 hours. The treatment wi... Reactants: C1(=CC=C(C=C1)S(=O)(=O)O)C (p-toluenesulfonic acid), FC(C(=O)NCC1CN(C(C=2C=3C1=CNC3C=CC2)=O)CO)(F)F (3-trifluoroacetamidomethyl-5-hydroxymethyl-3,4,5,6-tetrahydro-6-oxo-1H-azepino[5,4,3-cd]indole). The yield is 53.1%. Reactants: C1(CCCCC1)C=1C=C(C=NC1OCC(F)(F)F)N (5-cyclohexyl-6-(2,2,2-trifluoro-ethoxy)-pyridin-3-ylamine), CC=1C=C(NN1)C(=O)O (5-methyl-2H-pyrazole-3-carboxylic acid). Yields the product C1(CCCCC1)C=1C=C(C=NC1OCC(F)(F)F)NC(=O)C=1NN=C(C1)C (5-methyl-2H-pyrazole-3-carboxylic acid [5-cyclohexyl-6-(2,2,2-trifluoro-ethoxy)-pyridin-3-yl]-amide). As a reaction SMILES: [CH:1]1([C:7]2[CH:8]=[C:9]([NH2:19])[CH:10]=[N:11][C:12]=2[O:13][CH2:14][C:15]([F:18])([F:17])[F:16])[CH2:6][CH2:5][CH2:4][CH2:3][CH2:2]1.[CH3:20][C:21]1[CH:22]=[C:23]([C:26](O)=[O:27])[NH:24][N:25]=1>>[CH:1]1([C:7]2[CH:8]=[C:9]([NH:19][C:26]([C:23]3[NH:24][N:25]=[C:21]([CH3:20])[CH:22]=3)=[O:27])[CH:10]=[N:11][C:12]=2[O:13][CH2:14][C:15]([F:16])([F:17])[F:18])[CH2:2][CH2:3][CH2:4][CH2:5][CH2:6]1. Procedure: This compound was prepared following the same procedure as described for Example 3 using 5-cyclohexyl-6-(2,2,2-trifluoro-ethoxy)-pyridin-3-ylamine (Example 8b) (100 mg, 0.36 mmol) and 5-methyl-2H-pyrazole-3-carboxylic acid (40.6 mg, 0.33 mmol) as starting materials. The title compound (67 mg, 48.2%) was isolated as off white solid; MS (ESI): 383 [M+H]+.